Dataset: the Open Reaction Database (ORD), a public repository of structured organic reaction records. Task: describe an organic reaction: reactants, conditions, products, and yield Starting materials: [N+](=O)([O-])C=1C=CC(=NC1)C(C)N1CCOCC1 (4-[1-(5-Nitro-pyridin-2-yl)-ethyl]-morpholine), C(=O)[O-].[NH4+] (ammonium formate). The reagents and catalysts are [Pd] (Pd/C). The solvent is C(C)O (ethanol). Yields the product N1(CCOCC1)C(C)C1=CC=C(C=N1)N (6-(1-Morpholin-4-yl-ethyl)-pyridin-3-ylamine). As a reaction SMILES: [N+:1]([C:4]1[CH:5]=[CH:6][C:7]([CH:10]([N:12]2[CH2:17][CH2:16][O:15][CH2:14][CH2:13]2)[CH3:11])=[N:8][CH:9]=1)([O-])=O.C([O-])=O.[NH4+]>C(O)C.[Pd]>[N:12]1([CH:10]([C:7]2[N:8]=[CH:9][C:4]([NH2:1])=[CH:5][CH:6]=2)[CH3:11])[CH2:17][CH2:16][O:15][CH2:14][CH2:13]1 |f:1.2|. Reported procedure: Compound 36 (178 mg, 0.75 mmol) was added to Pd/C (20 mg) in ethanol (5 mL), followed by ammonium formate (237 mg, 3.76 mmol) and the reaction mixture heated to reflux for 1 h. The reaction mixture was filtered through celite and the filtrate evaporated. The residue was dissolved in dichloromethane (20 mL) and washed with saturated sodium bicarbonate (20 mL). The organic phase was passed through a hydrophobic frit and evaporated to give the title compound as a yellow oil (155 mg, quant.; LCMS, R... Procedure details: In analogy to the procedure described for the preparation of example 2, (+)-(R)-4-(2-fluoro-4-(trifluoromethyl)phenyl)-5,6,7,8-tetrahydroisoquinolin-8-amine (example 74) and methanesulfonyl chloride gave the title compound as white solid in 60% yield. MS: 389.1 (M+H+). Reaction SMILES: [F:1][C:2]1[CH:7]=[C:6]([C:8]([F:11])([F:10])[F:9])[CH:5]=[CH:4][C:3]=1[C:12]1[C:21]2[CH2:20][CH2:19][CH2:18][C@@H:17]([NH2:22])[C:16]=2[CH:15]=[N:14][CH:13]=1.[CH3:23][S:24](Cl)(=[O:26])=[O:25]>>[F:1][C:2]1[CH:7]=[C:6]([C:8]([F:9])([F:11])[F:10])[CH:5]=[CH:4][C:3]=1[C:12]1[C:21]2[CH2:20][CH2:19][CH2:18][C@@H:17]([NH:22][S:24]([CH3:23])(=[O:26])=[O:25])[C:16]=2[CH:15]=[N:14][CH:13]=1. The yield is 60.0%. Reactants: FC1=C(C=CC(=C1)C(F)(F)F)C1=CN=CC=2[C@@H](CCCC12)N ((+)-(R)-4-(2-Fluoro-4-(trifluoromethyl)phenyl)-5,6,7,8-tetrahydroisoquinolin-8-amine), CS(=O)(=O)Cl (methanesulfonyl chloride). Yields the product FC1=C(C=CC(=C1)C(F)(F)F)C1=CN=CC=2[C@@H](CCCC12)NS(=O)(=O)C ((+)-(R)—N-(4-(2-Fluoro-4-(trifluoromethyl)phenyl)-5,6,7,8-tetrahydroisoquinolin-8-yl)methanesulfonamide). Reactants: ester, CC(C)CCCCCCCCCCCCC(=O)O (isopalmitic acid), acid-di-n-C8-10 alkanoic acid ester, C(O)C(CC)(CO)CO (trimethylolpropane). The product is C(CCCCC)C(CO)CCCCCCCC (2-hexyldecanol). Reaction SMILES: [CH2:1](C(CO)(CO)CC)[OH:2].C[CH:11]([CH2:13][CH2:14][CH2:15][CH2:16][CH2:17][CH2:18][CH2:19][CH2:20][CH2:21][CH2:22][CH2:23][CH2:24][C:25](O)=O)[CH3:12]>>[CH2:20]([CH:19]([CH2:18][CH2:17][CH2:16][CH2:15][CH2:14][CH2:13][CH2:11][CH3:12])[CH2:1][OH:2])[CH2:21][CH2:22][CH2:23][CH2:24][CH3:25]. Reported procedure: The ester oil of claim 1 being the monoisopalmitic acid-di-n-C8-10 alkanoic acid ester of trimethylolpropane, said isopalmitic acid being obtained by the oxidation of 2-hexyldecanol formed from n-octanol by the Guerbet synthesis. Starting materials: mercuric trifluoroacetate, C(C)(=O)OC1=C(C=C(C(=O)OC)C=C1C)CC=C (methyl 4-acetoxy-3-allyl-5-methylbenzoate), CO (methanol), ice. Reaction conditions: time 2 minute. Yields the product OC1=C(C=C(C(=O)OC)C=C1C)CC(C)OC (methyl 4-hydroxy-3-(2-methoxypropyl)-5-methylbenzoate). Reaction SMILES: C([O:4][C:5]1[C:14]([CH3:15])=[CH:13][C:8]([C:9]([O:11][CH3:12])=[O:10])=[CH:7][C:6]=1[CH2:16][CH:17]=[CH2:18])(=O)C.[CH3:19][OH:20]>>[OH:4][C:5]1[C:14]([CH3:15])=[CH:13][C:8]([C:9]([O:11][CH3:12])=[O:10])=[CH:7][C:6]=1[CH2:16][CH:17]([O:20][CH3:19])[CH3:18]. Procedure: A solution of methyl 4-acetoxy-3-allyl-5-methylbenzoate (175 mg, 0.75 mmol) in methanol (2 mL) was cooled in an ice-bath under a nitrogen atmosphere and treated with mercuric trifluoroacetate (322 mg, 1 equivalent). The reaction was stirred in the ice-bath for one hour by which time TLC analysis showed complete consumption of staring material. The reaction was then treated with 1 mL of 3 N NaOH and after vigorous stirring for 2 minutes, a solution of sodium borohydride (0.5 M, 1 mL) in 3 N NaOH ... Reaction SMILES: [CH3:1][C:2]1([CH3:26])[CH2:3][CH2:4][C:5]([CH3:24])([CH3:25])[c:6]2[cH:7][c:8]([CH:12]=[CH:13][c:14]3[cH:15][cH:16][c:17]([C:18](=[O:19])[O:20][CH3:21])[cH:22][cH:23]3)[cH:9][cH:10][c:11]21.[K+:28].[OH-:27].[OH2:29]>>[CH3:1][C:2]1([CH3:26])[CH2:3][CH2:4][C:5]([CH3:24])([CH3:25])[c:6]2[cH:7][c:8]([CH:12]=[CH:13][c:14]3[cH:15][cH:16][c:17]([C:18](=[O:19])[OH:20])[cH:22][cH:23]3)[cH:9][cH:10][c:11]21. The reactants are COC(=O)c1ccc(C=Cc2ccc3c(c2)C(C)(C)CCC3(C)C)cc1, [K+], [OH-], O. The product is CC1(C)CCC(C)(C)c2cc(C=Cc3ccc(C(=O)O)cc3)ccc21.